From a dataset of the Open Reaction Database (ORD), a public repository of structured organic reaction records. describe an organic reaction: reactants, conditions, products, and yield Starting materials: BrC1=CC=C(C=C1)Br (1,4-dibromobenzene), C(CCC)[Li] (n-butyllithium), O=C1CN(CC1)C(=O)OC(C)(C)C (tert-butyl 3-oxopyrrolidine-1-carboxylate). Solvent: O1CCCC1 (tetrahydrofuran), O1CCCC1 (tetrahydrofuran). Run at temperature -78 celsius, time 15 minute. Product: BrC1=CC=C(C=C1)C1(CN(CC1)C(=O)OC(C)(C)C)O (tert-butyl 3-(4-bromophenyl)-3-hydroxypyrrolidine-1-carboxylate). As a reaction SMILES: Br[C:2]1[CH:7]=[CH:6][C:5]([Br:8])=[CH:4][CH:3]=1.C([Li])CCC.[O:14]=[C:15]1[CH2:19][CH2:18][N:17]([C:20]([O:22][C:23]([CH3:26])([CH3:25])[CH3:24])=[O:21])[CH2:16]1>O1CCCC1>[Br:8][C:5]1[CH:6]=[CH:7][C:2]([C:15]2([OH:14])[CH2:19][CH2:18][N:17]([C:20]([O:22][C:23]([CH3:25])([CH3:24])[CH3:26])=[O:21])[CH2:16]2)=[CH:3][CH:4]=1. Procedure details: To a cold (−78° C.) solution of 1,4-dibromobenzene (3.89 g, 16.49 mmol) in tetrahydrofuran (80 mL) was added n-butyllithium (10.3 mL, 16.5 mmol, 1.6 M in hexane) dropwise. After 15 minutes, a solution of tert-butyl 3-oxopyrrolidine-1-carboxylate (3.05 g, 16.49 mmol) in tetrahydrofuran (10 mL) was added over 5 minutes. The reaction continued to stir at −78° C. for 15 minutes and was then quenched by the addition of saturated NH4Cl (150 mL) and diethyl ether (150 mL). After warming to room tempera... The reactants are C(=O)(N1C=NC=C1)N1C=NC=C1 (carbonyldiimidazole), magnesium salt, [O-]CC.[Mg+2].[O-]CC (magnesium ethoxide), C(CC(=O)[O-])(=O)OC (monomethyl malonate), S1C(=CC=C1)C(=O)O (2-thiophenecarboxylic acid). Solvent: CO (methanol), O1CCCC1 (tetrahydrofuran). Run at time 4 hour. Product: S1C(=CC=C1)C(=O)CC(=O)OC (methyl 2-thiophenecarbonylacetate). Isolated yield 86.1%. Reaction SMILES: [C:1]([O:7][CH3:8])(=[O:6])[CH2:2][C:3]([O-])=[O:4].[O-]CC.[Mg+2].[O-]CC.[S:16]1[CH:20]=[CH:19][CH:18]=[C:17]1C(O)=O.C(N1C=CN=C1)(N1C=CN=C1)=O>CO.O1CCCC1>[S:16]1[CH:20]=[CH:19][CH:18]=[C:17]1[C:3]([CH2:2][C:1]([O:7][CH3:8])=[O:6])=[O:4] |f:1.2.3|. Reported procedure: In 200 mL of methanol, was dissolved 8.90 g (75.4 mmol) of monomethyl malonate, and the resulting solution was mixed with 4.30 g (37.5 mmol) of magnesium ethoxide, followed by stirring for 4 hours at room temperature. The reaction solution was concentrated and the residue was dried under reduced pressure. In 150 mL of tetrahydrofuran, was dissolved 4.80 g (37.5 mmol) of 2-thiophenecarboxylic acid and the resulting solution was mixed with 6.69 g (41.2 mmol) of carbonyldiimidazole, followed by sti...